Task: describe an organic reaction: reactants, conditions, products, and yield. Dataset: the Open Reaction Database (ORD), a public repository of structured organic reaction records Starting materials: CC(C)([O-])C.[K+] (potassium t-butoxide), C(C)OCCC=1NC(=C(N1)C(C)(C)O)C(=O)OCC (ethyl 2-ethoxyethyl-4-(1-hydroxy-1-methylethyl)imidazole-5-carboxylate), C(C1=CC=CC=C1)(C1=CC=CC=C1)(C1=CC=CC=C1)N1N=NN=C1C1=C(C=CC=C1)C1=CC=C(CBr)C=C1 (4-[2-(trityltetrazol-5-yl)phenyl]benzyl bromide), C(C)(=O)OCC (ethyl acetate). The solvent is CN(C(C)=O)C (N,N-dimethylacetamide), CN(C(C)=O)C (N,N-dimethylacetamide), O (water). Conditions: time 30 minute. The product is C(C)OCC=1N(C(=C(N1)C(C)(C)O)C(=O)OCC)CC1=CC=C(C=C1)C1=C(C=CC=C1)C1=NN=NN1C(C1=CC=CC=C1)(C1=CC=CC=C1)C1=CC=CC=C1 (Ethyl 2-ethoxymethyl-4-(1-hydroxy-1-methylethyl)-1-{4-[2-(trityltetrazol-5-yl)phenyl]phenyl}methylimidazole-5-carboxylate). Yield: 98.4%. RXN SMILES: [CH3:1][C:2](C)([O-:4])C.[K+].C(OC[CH2:11][C:12]1[NH:13][C:14]([C:21]([O:23][CH2:24][CH3:25])=[O:22])=[C:15]([C:17]([OH:20])([CH3:19])[CH3:18])[N:16]=1)C.[C:26]([N:45]1[C:49]([C:50]2[CH:55]=[CH:54][CH:53]=[CH:52][C:51]=2[C:56]2[CH:63]=[CH:62][C:59]([CH2:60]Br)=[CH:58][CH:57]=2)=[N:48][N:47]=[N:46]1)([C:39]1[CH:44]=[CH:43][CH:42]=[CH:41][CH:40]=1)([C:33]1[CH:38]=[CH:37][CH:36]=[CH:35][CH:34]=1)[C:27]1[CH:32]=[CH:31][CH:30]=[CH:29][CH:28]=1.C(OCC)(=O)C>CN(C)C(=O)C.O>[CH2:2]([O:4][CH2:11][C:12]1[N:13]([CH2:60][C:59]2[CH:58]=[CH:57][C:56]([C:51]3[CH:52]=[CH:53][CH:54]=[CH:55][C:50]=3[C:49]3[N:45]([C:26]([C:27]4[CH:28]=[CH:29][CH:30]=[CH:31][CH:32]=4)([C:33]4[CH:38]=[CH:37][CH:36]=[CH:35][CH:34]=4)[C:39]4[CH:44]=[CH:43][CH:42]=[CH:41][CH:40]=4)[N:46]=[N:47][N:48]=3)=[CH:63][CH:62]=2)[C:14]([C:21]([O:23][CH2:24][CH3:25])=[O:22])=[C:15]([C:17]([OH:20])([CH3:18])[CH3:19])[N:16]=1)[CH3:1] |f:0.1|. Reported procedure: 217 mg of potassium t-butoxide were added, whilst ice-cooling, to a solution of 450 mg of ethyl 2-ethoxyethyl-4-(1-hydroxy-1-methylethyl)imidazole-5-carboxylate [prepared as described in Preparation 44(iii)] in 5 ml of N,N-dimethylacetamide, and the mixture was stirred for 30 minutes. At the end of this time, a solution of 1.47 g of 4-[2-(trityltetrazol-5-yl)phenyl]benzyl bromide in 10 ml of N,N-dimethylacetamide was added dropwise to the mixture. The mixture was stirred at room temperature for ... The reactants are C1(=CC=CC=C1)[Si](C1=CC=CC=C1)(C1=CC=CC=C1)Cl (triphenylsilylchloride), [N-]=[N+]=[N-].[Li+] (lithium azide). Run in O1CCCC1 (tetrahydrofuran). Product: C1(=CC=CC=C1)[Si](C1=CC=CC=C1)(C1=CC=CC=C1)N=[N+]=[N-] (Triphenylsilyl azide). Isolated yield 86.3%. As a reaction SMILES: [C:1]1([Si:7](Cl)([C:14]2[CH:19]=[CH:18][CH:17]=[CH:16][CH:15]=2)[C:8]2[CH:13]=[CH:12][CH:11]=[CH:10][CH:9]=2)[CH:6]=[CH:5][CH:4]=[CH:3][CH:2]=1.[N-:21]=[N+:22]=[N-:23].[Li+]>O1CCCC1>[C:1]1([Si:7]([N:21]=[N+:22]=[N-:23])([C:14]2[CH:19]=[CH:18][CH:17]=[CH:16][CH:15]=2)[C:8]2[CH:13]=[CH:12][CH:11]=[CH:10][CH:9]=2)[CH:6]=[CH:5][CH:4]=[CH:3][CH:2]=1 |f:1.2|. Procedure details: Following the method of Wiberg et al [Wiberg et al, Angew. Chem. Internat'l Ed. Engl., 1, 335 (1962)] in an inert atmosphere enclosure a solution of triphenylsilylchloride (73.9 g, 0.251 mol) in tetrahydrofuran (400 ml) was stirred with lithium azide (15.3 g, 0.312 mol) at room temperature over a period of 115 hr. After filtration, the solvent was removed in vacuo. The resulting white solid was boiled with heptane (350 ml), filtered hot and allowed to crystalline. Triphenylsilyl azide, 65.5 g (8... Starting materials: NC1=C(C(=NN1)C1=CC=C(C=C1)OC1=CC=CC=C1)C(=O)N (5-amino-3-(4-phenoxyphenyl)-1H-pyrazole-4-carboxamide), C(=O)([O-])[O-].[K+].[K+] (K2CO3), FC1=C(C=C(C=C1)[N+](=O)[O-])CC(=O)OC (methyl 2-(2-fluoro-5-nitrophenyl)acetate). The solvent is CN(C)C=O (DMF). Reaction conditions: temperature 80 celsius, time 16 hour. Yields the product [N+](=O)([O-])C=1C=CC2=C(CC(NC=3N2N=C(C3C(=O)N)C3=CC=C(C=C3)OC3=CC=CC=C3)=O)C1 (8-Nitro-5-oxo-2-(4-phenoxyphenyl)-5,6-dihydro-4H-benzo[f]pyrazolo[1,5-a][1,3]diazepine-3-carboxamide). Reaction SMILES: [NH2:1][C:2]1[NH:6][N:5]=[C:4]([C:7]2[CH:12]=[CH:11][C:10]([O:13][C:14]3[CH:19]=[CH:18][CH:17]=[CH:16][CH:15]=3)=[CH:9][CH:8]=2)[C:3]=1[C:20]([NH2:22])=[O:21].C([O-])([O-])=O.[K+].[K+].F[C:30]1[CH:35]=[CH:34][C:33]([N+:36]([O-:38])=[O:37])=[CH:32][C:31]=1[CH2:39][C:40](OC)=[O:41]>CN(C=O)C>[N+:36]([C:33]1[CH:34]=[CH:35][C:30]2[N:6]3[N:5]=[C:4]([C:7]4[CH:8]=[CH:9][C:10]([O:13][C:14]5[CH:19]=[CH:18][CH:17]=[CH:16][CH:15]=5)=[CH:11][CH:12]=4)[C:3]([C:20]([NH2:22])=[O:21])=[C:2]3[NH:1][C:40](=[O:41])[CH2:39][C:31]=2[CH:32]=1)([O-:38])=[O:37] |f:1.2.3|. Reported procedure: To a solution of 5-amino-3-(4-phenoxyphenyl)-1H-pyrazole-4-carboxamide (30 mg, 0.10 mmol) in DMF (5 mL) was added K2CO3 (28 mg, 0.20 mmol) and methyl 2-(2-fluoro-5-nitrophenyl)acetate (21 mg, 0.10 mmol). The mixture was warmed to 80° C. stirred for about 16 hr. After cooling down to RT, the mixture was concentrated under reduced pressure to remove solvent. The residue was portioned with DCM (10 mL) and water (10 mL), the aqueous was extracted with DCM (2×10 mL), the combined organic phases were ... The reactants are O.NN (hydrazine hydrate), N1=CC(=CC=C1)C1CN(CC1)C(=O)C=1C=C(C(=CC1)C1=CC(=CC(=C1)C(F)(F)F)C(F)(F)F)C(=O)OC (methyl 4-[(3-pyridin-3-ylpyrrolidin-1-yl)carbonyl]-3′,5′-bis(trifluoromethyl)biphenyl-2-carboxylate), O.NN (hydrazine hydrate), C1(=CC=CC=C1)C (toluene). Run in C(C)O (ethanol). Conditions: temperature 135 celsius. Yields the product N1=CC(=CC=C1)C1CN(CC1)C(=O)C=1C=C(C(=CC1)C1=CC(=CC(=C1)C(F)(F)F)C(F)(F)F)C(=O)NN (4-[(3-pyridin-3-ylpyrrolidin-1-yl)carbonyl]-3′,5′-bis(trifluoromethyl)biphenyl-2-carbohydrazide). RXN SMILES: [N:1]1[CH:6]=[CH:5][CH:4]=[C:3]([CH:7]2[CH2:11][CH2:10][N:9]([C:12]([C:14]3[CH:15]=[C:16]([C:34]([O:36]C)=O)[C:17]([C:20]4[CH:25]=[C:24]([C:26]([F:29])([F:28])[F:27])[CH:23]=[C:22]([C:30]([F:33])([F:32])[F:31])[CH:21]=4)=[CH:18][CH:19]=3)=[O:13])[CH2:8]2)[CH:2]=1.O.[NH2:39][NH2:40].C1(C)C=CC=CC=1>C(O)C>[N:1]1[CH:6]=[CH:5][CH:4]=[C:3]([CH:7]2[CH2:11][CH2:10][N:9]([C:12]([C:14]3[CH:15]=[C:16]([C:34]([NH:39][NH2:40])=[O:36])[C:17]([C:20]4[CH:25]=[C:24]([C:26]([F:27])([F:28])[F:29])[CH:23]=[C:22]([C:30]([F:33])([F:31])[F:32])[CH:21]=4)=[CH:18][CH:19]=3)=[O:13])[CH2:8]2)[CH:2]=1 |f:1.2|. Reported procedure: A solution of 7a (160 mg, 0.300 mmol) and hydrazine hydrate (286 μL, 9.18 mmol) in ethanol:toluene (2.70 mL of an 8:1 mixture, respectively) was heated to 100° C. in a sealed microwave vial for 10 min, An additional aliquot of hydrazine hydrate (200 μL, 6.42 mmol) was added, and the resulting mixture was heated to 135° C. in a sealed microwave vial for 15 min. The reaction mixture was cooled to rt and partitioned between EtOAc and water. The combined organics were washed with water and brine, dr... The reactants are C1(O)=CC(O)=CC=C1 (resorcinol), NC=1C(=CC=CC1)C (o-toluidine), P(OCCCC)(OCCCC)OCCCC (tributyl phosphite). Solvent: O (water). Run at temperature 120 celsius. Yields the product CC1=CC=CC=C1NC2=CC(=CC=C2)O (3-Hydroxy-2'-methyldiphenylamine). Isolated yield 93.0%. Reaction SMILES: [C:1]1([CH:8]=[CH:7][CH:6]=[C:4]([OH:5])[CH:3]=1)O.[NH2:9][C:10]1[C:11]([CH3:16])=[CH:12][CH:13]=[CH:14][CH:15]=1.P(OCCCC)(OCCCC)OCCCC>O>[CH3:16][C:11]1[C:10]([NH:9][C:1]2[CH:8]=[CH:7][CH:6]=[C:4]([OH:5])[CH:3]=2)=[CH:15][CH:14]=[CH:13][CH:12]=1. Procedure details: 250 parts of resorcinol, 300 parts of o-toluidine and 10 parts of tributyl phosphite are mixed. On heating to 120° C, a melt is formed. When the internal temperature has reached 190° C, the elimination of water commences. The internal temperature is raised to 230° C in the course of 5 hours. After this time, 41 parts of water have distilled off and the reaction has ended. Excess o-toluidine and resorcinol which may still be present are removed by applying reduced pressure, and the 3-hydroxy-2'-m... Starting materials: C(C(=O)O)(=O)O (oxalic acid), O1[C@@H](C1)COC1=C2C=CNC2=CC=C1 ((S)-(+)-4-(oxiranylmethoxy)-1H-indole), FC(OC1=CC=C(C=C1)C1CCNCC1)(F)F (4-(4-trifluoromethoxyphenyl)piperidine), CO (methanol). Solvent: C(C)(=O)OCC (ethyl acetate), C(C)(=O)OCC (ethyl acetate). The product is C(C(=O)O)(=O)O.N1C=CC2=C(C=CC=C12)OC[C@H](CN1CCC(CC1)C1=CC=C(C=C1)OC(F)(F)F)O ((2S)-(-)-1-(4-indolyloxy)-3-(4-(4-trifluoromethoxyphenyl)piperidin-1-yl)-2-propanol ethanedioate). RXN SMILES: [O:1]1[CH2:3][C@H:2]1[CH2:4][O:5][C:6]1[CH:14]=[CH:13][CH:12]=[C:11]2[C:7]=1[CH:8]=[CH:9][NH:10]2.[F:15][C:16]([F:31])([F:30])[O:17][C:18]1[CH:23]=[CH:22][C:21]([CH:24]2[CH2:29][CH2:28][NH:27][CH2:26][CH2:25]2)=[CH:20][CH:19]=1.[C:32]([OH:37])(=[O:36])[C:33]([OH:35])=[O:34].CO>C(OCC)(=O)C>[C:32]([OH:37])(=[O:36])[C:33]([OH:35])=[O:34].[NH:10]1[C:11]2[C:7](=[C:6]([O:5][CH2:4][C@@H:2]([OH:1])[CH2:3][N:27]3[CH2:28][CH2:29][CH:24]([C:21]4[CH:22]=[CH:23][C:18]([O:17][C:16]([F:15])([F:30])[F:31])=[CH:19][CH:20]=4)[CH2:25][CH2:26]3)[CH:14]=[CH:13][CH:12]=2)[CH:8]=[CH:9]1 |f:5.6|. Procedure details: The title compound was prepared in similar fashion from (S)-(+)-4-(oxiranylmethoxy)-1H-indole and 4-(4-trifluoromethoxyphenyl)piperidine. The resulting free base was dissolved in ethyl acetate, and precipitated with one equivalent of oxalic acid in ethyl acetate in 76% overall yield. FDMS m/e=434 (M+ of free base). α[D]589 =-13.45 (c=1.04, methanol). The reactants are C(C1=CC=CC=C1)OC=1C=C(C=CC1)Br (3-benzyloxybromobenzene), [Mg] (magnesium), B(OC)(OC)OC (trimethyl borate), Cl (hydrochloric acid). Reagents/catalysts: II (iodine). The solvent is O1CCCC1 (tetrahydrofuran), O1CCCC1 (tetrahydrofuran), O (water). Conditions: temperature 0 celsius, time 1 hour. Yields the product C(C1=CC=CC=C1)OC=1C=C(C=CC1)B(O)O (3-benzyloxybenzeneboronic acid). The yield is 62.5%. Reaction SMILES: [CH2:1]([O:8][C:9]1[CH:10]=[C:11](Br)[CH:12]=[CH:13][CH:14]=1)[C:2]1[CH:7]=[CH:6][CH:5]=[CH:4][CH:3]=1.[Mg].[B:17](OC)([O:20]C)[O:18]C.Cl>O1CCCC1.O.II>[CH2:1]([O:8][C:9]1[CH:10]=[C:11]([B:17]([OH:20])[OH:18])[CH:12]=[CH:13][CH:14]=1)[C:2]1[CH:7]=[CH:6][CH:5]=[CH:4][CH:3]=1. Reported procedure: 62 g (0.236 mol) of 3-benzyloxybromobenzene, 6.64 g (0.277 mol) of magnesium and 0.3 g of iodine are reacted in 800 ml of tetrahydrofuran at 60° C. for 2 hours to give the solution of the corresponding Grignard compound, which is subsequently added dropwise to a solution, cooled to 0° C. of 28.77 g (0.277 mol) of trimethyl borate in 300 ml of tetrahydrofuran. The mixture is stirred at 0° C. for 1 hour, 74 ml of 37% strength hydrochloric acid in 300 ml of water are added, and the reaction mixture...